Dataset: the Open Reaction Database (ORD), a public repository of structured organic reaction records. Task: describe an organic reaction: reactants, conditions, products, and yield The reactants are C[Si]([Si](C)(C)C)(C)C.[Li] (lithium hexamethyl disilane), O.NN (Hydrazine monohydrate), S1C2=C(C=C1)C(CC2)=O (5,6-Dihydro-cyclopenta[b]thiophen-4-one), BrC1=CC=C(C=C1)N=C=S (1-Bromo-4-isothiocyanato-benzene). Solvent: C(C)(=O)O (acetic acid), C1CCOC1 (THF), O (water). Conditions: time 8 hour. Yields the product BrC1=CC=C(C=C1)NC1=NNC2=C1CC=1SC=CC21 ((4-Bromo-phenyl)-(4,7-dihydro-1-thia-4,5-diaza-cyclopenta[a]pentalen-6-yl)-amine). The yield is 32.0%. RXN SMILES: [S:1]1[CH:5]=[CH:4][C:3]2[C:6](=O)[CH2:7][CH2:8][C:2]1=2.[Br:10][C:11]1[CH:16]=[CH:15][C:14]([N:17]=[C:18]=S)=[CH:13][CH:12]=1.C[Si](C)(C)[Si](C)(C)C.[Li].O.[NH2:30][NH2:31]>C1COCC1.O.C(O)(=O)C>[Br:10][C:11]1[CH:16]=[CH:15][C:14]([NH:17][C:18]2[C:7]3[CH2:8][C:2]4[S:1][CH:5]=[CH:4][C:3]=4[C:6]=3[NH:31][N:30]=2)=[CH:13][CH:12]=1 |f:2.3,4.5,^1:27|. Procedure: A mixture of 5,6-Dihydro-cyclopenta[b]thiophen-4-one (1.0 g, 7.4 mmol) and 1-Bromo-4-isothiocyanato-benzene (1.5 g, 7.2 mmol) in THF (2.0 mL) was added to lithium hexamethyl disilane (7.0 mL, 7.2 mmol) dropwise at room temperature. The reaction mixture was stirred for 8 hr. Hydrazine monohydrate (0.4 mL, 7.9 mmol) and glacial acetic acid (0.5 mL) were added to the reaction mixture, which was then heated at the reflux temperature for 24 hr. The resulting mixture was added to water (30 mL) and the... The product is Cc1ccc(F)c(C2CC(=O)C=C(N)C2)c1. Starting materials: CC(=O)[O-], CCO, Cc1ccc(F)c(C2CC(=O)CC(=O)C2)c1, [NH4+]. As a reaction SMILES: [CH3:18][C:19](=[O:20])[O-:21].[CH3:22][CH2:23][OH:24].[F:1][c:2]1[c:3]([CH:9]2[CH2:10][C:11](=[O:16])[CH2:12][C:13](=[O:15])[CH2:14]2)[cH:4][c:5]([CH3:8])[cH:6][cH:7]1.[NH4+:17]>>[F:1][c:2]1[c:3]([CH:9]2[CH2:10][C:11](=[O:16])[CH:12]=[C:13]([NH2:17])[CH2:14]2)[cH:4][c:5]([CH3:8])[cH:6][cH:7]1. The reactants are CCOC(=O)CC12CC(=O)Nc3cccc(c31)N(C(=O)OC(C)(C)C)C2, CC(C)C[AlH]CC(C)C, ClCCl. The product is CC(C)(C)OC(=O)N1CC2(CC=O)CC(=O)Nc3cccc1c32. Reaction SMILES: [CH2:1]([O:3][C:4](=[O:2])[CH2:5][C:6]12[CH2:7][C:8](=[O:25])[NH:9][c:10]3[cH:11][cH:12][cH:13][c:14]([c:15]31)[N:16]([C:18](=[O:19])[O:20][C:21]([CH3:22])([CH3:23])[CH3:24])[CH2:17]2)[CH3:26].[CH3:27][CH:28]([CH2:29][AlH:30][CH2:31][CH:32]([CH3:33])[CH3:34])[CH3:35].[Cl:36][CH2:37][Cl:38]>>[O:3]=[CH:4][CH2:5][C:6]12[CH2:7][C:8](=[O:25])[NH:9][c:10]3[cH:11][cH:12][cH:13][c:14]([c:15]31)[N:16]([C:18](=[O:19])[O:20][C:21]([CH3:22])([CH3:23])[CH3:24])[CH2:17]2. Reactants: FC1(OC2=C(C(O1)(F)F)C=C(C=C2)CO)F ((2,2,4,4-tetrafluoro-4H-benzo[1,3]dioxin-6-yl)-methanol), S(=O)(Cl)Cl (thionyl chloride). Product: ClCC=1C=CC2=C(C(OC(O2)(F)F)(F)F)C1 (6-chloromethyl-2,2,4,4-tetrafluoro-4H-benzo[1,3]dioxine). RXN SMILES: [F:1][C:2]1([F:16])[O:7][C:6]([F:9])([F:8])[C:5]2[CH:10]=[C:11]([CH2:14]O)[CH:12]=[CH:13][C:4]=2[O:3]1.S(Cl)([Cl:19])=O>>[Cl:19][CH2:14][C:11]1[CH:12]=[CH:13][C:4]2[O:3][C:2]([F:16])([F:1])[O:7][C:6]([F:9])([F:8])[C:5]=2[CH:10]=1. Procedure: A mixture of (2,2,4,4-tetrafluoro-4H-benzo[1,3]dioxin-6-yl)-methanol (6.5 g) in thionyl chloride (75 mL) was heated at reflux overnight. The resulting mixture was concentrated under vacuum. The residue was basified with aqueous saturated NaHCO3. The aqueous layer was extracted with dichloromethane (50 mL×3). The combined organic layers were dried over Na2SO4, filtrated, and concentrated under reduced pressure to give 6-chloromethyl-2,2,4,4-tetrafluoro-4H-benzo[1,3]dioxine (6.2 g), which was used... RXN SMILES: [Br:1][c:2]1[cH:3][c:4](-[c:15]2[c:16]([C:21]#[N:22])[cH:17][cH:18][cH:19][cH:20]2)[c:5](=[O:14])[n:6](-[c:8]2[cH:9][cH:10][cH:11][cH:12][cH:13]2)[cH:7]1.[C:35](=[O:36])([O-:37])[O-:38].[CH3:42][N:43]([CH3:44])[CH:45]=[O:46].[Cs+:39].[Cs+:40].[N+:23](=[O:24])([O-:25])[c:26]1[c:27]([B:32]([OH:33])[OH:34])[cH:28][cH:29][cH:30][cH:31]1.[OH2:41]>>[c:2]1(-[c:27]2[c:26]([N+:23](=[O:24])[O-:25])[cH:31][cH:30][cH:29][cH:28]2)[cH:3][c:4](-[c:15]2[c:16]([C:21]#[N:22])[cH:17][cH:18][cH:19][cH:20]2)[c:5](=[O:14])[n:6](-[c:8]2[cH:9][cH:10][cH:11][cH:12][cH:13]2)[cH:7]1. Starting materials: N#Cc1ccccc1-c1cc(Br)cn(-c2ccccc2)c1=O, O=C([O-])[O-], CN(C)C=O, [Cs+], [Cs+], O=[N+]([O-])c1ccccc1B(O)O, O. The product is N#Cc1ccccc1-c1cc(-c2ccccc2[N+](=O)[O-])cn(-c2ccccc2)c1=O. Starting materials: COC1=C(C(=CC=C1)OC)C1CC(C(N1)=O)C (5-(2,6-dimethoxyphenyl)-3-methylpyrrolidin-2-one), BrC(CC)C1=CC=C(C=C1)OC(F)(F)F (1-(1-bromopropyl)-4-(trifluoromethoxy)-benzene). The product is COC1=C(C(=CC=C1)OC)C1CC(C(N1C(CC)C1=CC=C(C=C1)OC(F)(F)F)=O)C (5-(2,6-dimethoxyphenyl)-3-methyl-1-(1-(4-(trifluoromethoxy)phenyl)propyl)pyrrolidin-2-one). As a reaction SMILES: [CH3:1][O:2][C:3]1[CH:8]=[CH:7][CH:6]=[C:5]([O:9][CH3:10])[C:4]=1[CH:11]1[NH:15][C:14](=[O:16])[CH:13]([CH3:17])[CH2:12]1.Br[CH:19]([C:22]1[CH:27]=[CH:26][C:25]([O:28][C:29]([F:32])([F:31])[F:30])=[CH:24][CH:23]=1)[CH2:20][CH3:21]>>[CH3:1][O:2][C:3]1[CH:8]=[CH:7][CH:6]=[C:5]([O:9][CH3:10])[C:4]=1[CH:11]1[N:15]([CH:19]([C:22]2[CH:23]=[CH:24][C:25]([O:28][C:29]([F:30])([F:31])[F:32])=[CH:26][CH:27]=2)[CH2:20][CH3:21])[C:14](=[O:16])[CH:13]([CH3:17])[CH2:12]1. Procedure details: Prepared according to the described general procedure 4 (GP4) by reaction of 5-(2,6-dimethoxyphenyl)-3-methylpyrrolidin-2-one with 1-(1-bromopropyl)-4-(trifluoromethoxy)-benzene. Subsequent purification by preparative HPLC afforded the target compound. LC-MS (conditions A): tR=1.00 min.; [M+H]+: 438.28 g/mol. Reactants: C(C)(=O)OCCN1CCN(CC1)CCCOC1=C2CCC(NC2=CC=C1)=O (5-{3-[4-(2-acetyloxyethyl)-piperazinyl]propoxy}-3,4-dihydrocarbostyril), Cl (hydrochloric acid). The solvent is CO (methanol). Yields the product OCCN1CCN(CC1)CCCOC1=C2CCC(NC2=CC=C1)=O (5-{3-[4-(2-hydroxyethyl)piperazinyl]propoxy}-3,4-dihydrocarbostyril). Reaction SMILES: C([O:4][CH2:5][CH2:6][N:7]1[CH2:12][CH2:11][N:10]([CH2:13][CH2:14][CH2:15][O:16][C:17]2[CH:26]=[CH:25][CH:24]=[C:23]3[C:18]=2[CH2:19][CH2:20][C:21](=[O:27])[NH:22]3)[CH2:9][CH2:8]1)(=O)C.Cl>CO>[OH:4][CH2:5][CH2:6][N:7]1[CH2:12][CH2:11][N:10]([CH2:13][CH2:14][CH2:15][O:16][C:17]2[CH:26]=[CH:25][CH:24]=[C:23]3[C:18]=2[CH2:19][CH2:20][C:21](=[O:27])[NH:22]3)[CH2:9][CH2:8]1. Procedure: 2.0 grams of 5-{3-[4-(2-acetyloxyethyl)-piperazinyl]propoxy}-3,4-dihydrocarbostyril are mixed with 30 ml of methanol and 5 ml of concentrated hydrochloric acid and heated for 2 hours under refluxing conditions. The reaction mixture is concentrated under reduced pressure to dryness. The residue is recrystallized from water to obtain 5-{3-[4-(2-hydroxyethyl)piperazinyl]propoxy}-3,4-dihydrocarbostyril in the form of colorless flake-like crystals with a melting point of 158°-159° C. Reactants: [Na+], O=C([O-])O, COc1cc(C=C(C(=O)O)c2ccccc2)ccc1O. Product: COc1cc(C=Cc2ccccc2)ccc1O. As a reaction SMILES: [Na+:25].[O-:21][C:22]([OH:23])=[O:24].[c:1]1([C:7]([C:8]([OH:9])=[O:10])=[CH:11][c:12]2[cH:13][c:14]([O:19][CH3:20])[c:15]([OH:18])[cH:16][cH:17]2)[cH:2][cH:3][cH:4][cH:5][cH:6]1>>[c:1]1([CH:7]=[CH:11][c:12]2[cH:13][c:14]([O:19][CH3:20])[c:15]([OH:18])[cH:16][cH:17]2)[cH:2][cH:3][cH:4][cH:5][cH:6]1. The reactants are FC1CN(CCC1=O)C(=O)OCC1=CC=C(C=C1)C ((±)-4-methylbenzyl 3-fluoro-4-oxopiperidine-1-carboxylate), C(=O)(OCC)C=P(C1=CC=CC=C1)(C1=CC=CC=C1)C1=CC=CC=C1 ((carbethoxymethylene)triphenylphosphorane). Solvent: C1(=CC=CC=C1)C (toluene). Reaction conditions: time 1 hour. The product is olefins (±)-4-methylbenzyl (E)-4-(2-ethoxy-2-oxoethylidene)-3-fluoropiperidine-1-carboxylate, C(C)OC(\C=C\1/C(CN(CC1)C(=O)OCC1=CC=C(C=C1)C)F)=O ((±)-4-methylbenzyl (Z)-4-(2-ethoxy-2-oxoethylidene)-3-fluoropiperidine-1-carboxylate). Isolated yield 81.5%. As a reaction SMILES: [F:1][CH:2]1[C:7](=O)[CH2:6][CH2:5][N:4]([C:9]([O:11][CH2:12][C:13]2[CH:18]=[CH:17][C:16]([CH3:19])=[CH:15][CH:14]=2)=[O:10])[CH2:3]1.[C:20]([CH:25]=P(C1C=CC=CC=1)(C1C=CC=CC=1)C1C=CC=CC=1)([O:22][CH2:23][CH3:24])=[O:21]>C1(C)C=CC=CC=1>[CH2:23]([O:22][C:20](=[O:21])/[CH:25]=[C:7]1\[CH:2]([F:1])[CH2:3][N:4]([C:9]([O:11][CH2:12][C:13]2[CH:18]=[CH:17][C:16]([CH3:19])=[CH:15][CH:14]=2)=[O:10])[CH2:5][CH2:6]\1)[CH3:24]. Procedure details: To a solution of (±)-4-methylbenzyl 3-fluoro-4-oxopiperidine-1-carboxylate (40 g, 150 mmol) in toluene (200 mL) at RT was added (carbethoxymethylene)triphenylphosphorane (63.0 g, 181 mmol) and the reaction mixture stirred for 1 h. The reaction mnixture was concentrated and purified by silica gel chromatography (gradient elution: 10% to 20% EtOAc in hexanes) to give the olefins (±)-4-methylbenzyl (E)-4-(2-ethoxy-2-oxoethylidene)-3-fluoropiperidine-1-carboxylate and (±)-4-methylbenzyl (Z)-4-(2-eth...